This data is from the Open Reaction Database (ORD), a public repository of structured organic reaction records. The task is: describe an organic reaction: reactants, conditions, products, and yield Starting materials: CCOC(=O)C=C(C)CP(=O)(OCC)OCC, [Li]CCCC, CCCOc1cc2c(cc1C(CC)=C(F)C=O)C(C)(C)CCC2(C)C, C1CCOC1, CN1CCCN(C)C1=O, CCCCCC. The product is CCCOc1cc2c(cc1C(CC)=C(F)C=CC(C)=CC(=O)OCC)C(C)(C)CCC2(C)C. RXN SMILES: [CH2:12]([O:13][P:14]([O:15][CH2:16][CH3:17])(=[O:18])[CH2:20][C:21](=[CH:22][C:23](=[O:24])[O:25][CH2:26][CH3:27])[CH3:28])[CH3:19].[CH2:1]([Li:2])[CH2:3][CH2:4][CH3:5].[CH2:29]([CH2:30][CH3:31])[O:32][c:33]1[c:34]([C:47](=[C:48]([CH:49]=[O:50])[F:51])[CH2:52][CH3:53])[cH:35][c:36]2[c:41]([cH:42]1)[C:40]([CH3:43])([CH3:44])[CH2:39][CH2:38][C:37]2([CH3:45])[CH3:46].[CH2:54]1[O:55][CH2:56][CH2:57][CH2:58]1.[CH3:59][N:60]1[CH2:61][CH2:62][CH2:63][N:64]([CH3:65])[C:66]1=[O:67].[CH3:6][CH2:7][CH2:8][CH2:9][CH2:10][CH3:11]>>[CH:20]([C:21](=[CH:22][C:23](=[O:24])[O:25][CH2:26][CH3:27])[CH3:28])=[CH:49][C:48](=[C:47]([c:34]1[c:33]([O:32][CH2:29][CH2:30][CH3:31])[cH:42][c:41]2[c:36]([cH:35]1)[C:37]([CH3:45])([CH3:46])[CH2:38][CH2:39][C:40]2([CH3:43])[CH3:44])[CH2:52][CH3:53])[F:51]. Starting materials: O=C(c1ccccc1)c1ccc(CBr)cc1, CC[SiH](CC)CC, CCOC(C)=O, O=C(O)C(F)(F)F. Yields the product BrCc1ccc(Cc2ccccc2)cc1. Reaction SMILES: [C:1]([c:2]1[cH:3][cH:4][cH:5][cH:6][cH:7]1)(=[O:8])[c:9]1[cH:10][cH:11][c:12]([CH2:13][Br:14])[cH:15][cH:16]1.[CH2:17]([SiH:18]([CH2:19][CH3:20])[CH2:21][CH3:22])[CH3:23].[CH3:31][CH2:32][O:33][C:34](=[O:35])[CH3:36].[OH:24][C:25]([C:26]([F:27])([F:28])[F:29])=[O:30]>>[CH2:1]([c:2]1[cH:3][cH:4][cH:5][cH:6][cH:7]1)[c:9]1[cH:10][cH:11][c:12]([CH2:13][Br:14])[cH:15][cH:16]1.